Dataset: the Open Reaction Database (ORD), a public repository of structured organic reaction records. Task: describe an organic reaction: reactants, conditions, products, and yield Reactants: 64g, C1(=CC=CC=C1)PC1=CC=CC=C1 (diphenyl phosphine), C(C)S(=O)(=O)C=C (vinyl ethyl sulfone). Run at time 105 minute. Yields the product C(C)S(=O)(=O)CCP(C1=CC=CC=C1)C1=CC=CC=C1 (Ethylsulfonylethyl Diphenyl Phosphine). Yield: 69.0%. As a reaction SMILES: [C:1]1([PH:7][C:8]2[CH:13]=[CH:12][CH:11]=[CH:10][CH:9]=2)[CH:6]=[CH:5][CH:4]=[CH:3][CH:2]=1.[CH2:14]([S:16]([CH:19]=[CH2:20])(=[O:18])=[O:17])[CH3:15]>>[CH2:14]([S:16]([CH2:19][CH2:20][P:7]([C:1]1[CH:2]=[CH:3][CH:4]=[CH:5][CH:6]=1)[C:8]1[CH:9]=[CH:10][CH:11]=[CH:12][CH:13]=1)(=[O:18])=[O:17])[CH3:15]. Reported procedure: A mixture of 64g (0.34 mole) of diphenyl phosphine and 40.2g (0.33 mole) of highly reactive, freshly distilled vinyl ethyl sulfone monomer was irradiated in the usual manner. To suppress polymer forming side reactions the temperature of the reaction mixture was kept below 5° C. by an ice-water bath and the u.v. irradiation was limited to 105 minutes. The adduct formed crystallized from the liquid mixture by the end of the reaction period. Consequently, the reaction mixture was filtered with suct... Starting materials: O1CCCC1.B (tetrahydrofuran borane), CSC1=CC=C(C=C1)CCC(=O)O (3-(4-Methylsulfanylphenyl)propionic acid), O (Water), Cl (hydrochloric acid). Solvent: O1CCCC1 (tetrahydrofuran), O1CCCC1 (tetrahydrofuran). Run at time 1 hour. Yields the product CSC1=CC=C(C=C1)CCCO (3-(4-methylthiophenyl)-1-propanol). The yield is 101.2%. Reaction SMILES: [CH3:1][S:2][C:3]1[CH:8]=[CH:7][C:6]([CH2:9][CH2:10][C:11](O)=[O:12])=[CH:5][CH:4]=1.O1CCCC1.B.O.Cl>O1CCCC1>[CH3:1][S:2][C:3]1[CH:8]=[CH:7][C:6]([CH2:9][CH2:10][CH2:11][OH:12])=[CH:5][CH:4]=1 |f:1.2|. Procedure details: 3-(4-Methylsulfanylphenyl)propionic acid (1.00 g) was dissolved in tetrahydrofuran (20 ml), and a tetrahydrofuran-borane.tetrahydrofuran solution (1 mol/l, 6.42 ml) was added dropwise to the mixture under ice-cooling. The mixture was stirred under ice-cooling for 30 min, and further at room temperature for 1 hr. Water was added to the reaction mixture, and 1 mol/l aqueous hydrochloric acid solution was added. The mixture was extracted with ethyl acetate, washed with water, saturated aqueous sodi... Reported procedure: As for Example 29, 3-(1-methyl-3-indolylcarbonyl)acrylic acid is coupled to L-proline to give 1-[3-(1-methyl-3-indolylcarbonyl)acryloyl]-L-proline. The reactants are CN1C=C(C2=CC=CC=C12)C(=O)C=CC(=O)O (3-(1-methyl-3-indolylcarbonyl)acrylic acid), N1[C@H](C(=O)O)CCC1 (L-proline). The product is CN1C=C(C2=CC=CC=C12)C(=O)C=CC(=O)N1[C@H](C(=O)O)CCC1 (1-[3-(1-methyl-3-indolylcarbonyl)acryloyl]-L-proline). Reaction SMILES: [CH3:1][N:2]1[C:10]2[C:5](=[CH:6][CH:7]=[CH:8][CH:9]=2)[C:4]([C:11]([CH:13]=[CH:14][C:15]([OH:17])=O)=[O:12])=[CH:3]1.[NH:18]1[CH2:25][CH2:24][CH2:23][C@H:19]1[C:20]([OH:22])=[O:21]>>[CH3:1][N:2]1[C:10]2[C:5](=[CH:6][CH:7]=[CH:8][CH:9]=2)[C:4]([C:11]([CH:13]=[CH:14][C:15]([N:18]2[CH2:25][CH2:24][CH2:23][C@H:19]2[C:20]([OH:22])=[O:21])=[O:17])=[O:12])=[CH:3]1.